Dataset: the Open Reaction Database (ORD), a public repository of structured organic reaction records. Task: describe an organic reaction: reactants, conditions, products, and yield Starting materials: N([C@@H](CC(C)C)C(=O)N[C@@H](CCC(N)=O)C(=O)NNC(=O)OC(C)(C)C)C(=O)OCC1=CC=CC=C1 (Z-Leu-Gln-NHNHBoc), [H][H] (hydrogen). The reagents and catalysts are [Pd] (palladium black). Solvent: CO (methanol). Yields the product N[C@@H](CC(C)C)C(=O)N[C@@H](CCC(N)=O)C(=O)NNC(=O)OC(C)(C)C (H-Leu-Gln-NHNHBoc). As a reaction SMILES: [NH:1](C(OCC1C=CC=CC=1)=O)[C@H:2]([C:7]([NH:9][C@H:10]([C:16]([NH:18][NH:19][C:20]([O:22][C:23]([CH3:26])([CH3:25])[CH3:24])=[O:21])=[O:17])[CH2:11][CH2:12][C:13](=[O:15])[NH2:14])=[O:8])[CH2:3][CH:4]([CH3:6])[CH3:5].[H][H]>CO.[Pd]>[NH2:1][C@H:2]([C:7]([NH:9][C@H:10]([C:16]([NH:18][NH:19][C:20]([O:22][C:23]([CH3:25])([CH3:24])[CH3:26])=[O:21])=[O:17])[CH2:11][CH2:12][C:13](=[O:15])[NH2:14])=[O:8])[CH2:3][CH:4]([CH3:6])[CH3:5]. Procedure: 2.79 Grams of Z-Leu-Gln-NHNHBoc was suspended in 80 ml of methanol, a small amount of palladium black was added to this suspension and the suspension was stirred for 32 hours under the condition of introducing hydrogen gas. After completion of the reaction, the catalyst was removed by suction filtration, the filtrate was subjected to distillation under a reduced pressure, the residue obtained was dried under a reduced pressure in a desiccator to obtain the desired product. Starting materials: C(C1=CC=CC=C1)OC(=O)N[C@@H]1[C@@H](CN(CC1)C=1C=C(C(=O)OC)C=C(C1)OC)OC (Methyl cis(±)-3-(4-{[(benzyloxy)carbonyl]amino}-3-methoxypiperidin-1-yl)-5-methoxybenzoate), CO (methanol). Reagents/catalysts: [C].[Pd] (palladium-carbon). Run in C(C)(=O)OCC (ethyl acetate). Product: N[C@@H]1[C@@H](CN(CC1)C=1C=C(C(=O)OC)C=C(C1)OC)OC (Methyl cis(±)-3-(4-amino-3-methoxypiperidin-1-yl)-5-methoxybenzoate). RXN SMILES: C(OC([NH:11][C@H:12]1[CH2:17][CH2:16][N:15]([C:18]2[CH:19]=[C:20]([CH:25]=[C:26]([O:28][CH3:29])[CH:27]=2)[C:21]([O:23][CH3:24])=[O:22])[CH2:14][C@H:13]1[O:30][CH3:31])=O)C1C=CC=CC=1.CO>[C].[Pd].C(OCC)(=O)C>[NH2:11][C@H:12]1[CH2:17][CH2:16][N:15]([C:18]2[CH:19]=[C:20]([CH:25]=[C:26]([O:28][CH3:29])[CH:27]=2)[C:21]([O:23][CH3:24])=[O:22])[CH2:14][C@H:13]1[O:30][CH3:31] |f:2.3|. Procedure: The same operation as in Example (40e) was performed using methyl cis(±)-3-(4-{[(benzyloxy)carbonyl]amino}-3-methoxypiperidin-1-yl)-5-methoxybenzoate obtained in Example (257b) (106 mg, 0.25 mmol), a 10% palladium-carbon catalyst (42 mg), methanol (2 mL) and ethyl acetate (2 mL), to obtain the title compound. The resulting compound was used for the next reaction without purification.